Dataset: the Open Reaction Database (ORD), a public repository of structured organic reaction records. Task: describe an organic reaction: reactants, conditions, products, and yield Reactants: C1(=CC=CC=C1)P(C1=CC=CC=C1)C1=CC=CC=C1 (triphenylphosphine), CCOC(=O)/N=N/C(=O)OCC (diethylazodicarboxylate), [Si](C)(C)(C(C)(C)C)O[C@H]1C[C@@H](CC1)O ((1R*,3R*)-3-(tert-butyldimethylsilanyloxy)cyclopentanol), C1(=CC=CC=C1)C1=CC=C(C=C1)O (4-phenyl phenol). Run in C1CCOC1 (THF), C1CCOC1 (THF). Run at time 20 minute. The product is C1(=CC=C(C=C1)O[C@@H]1C[C@@H](CC1)O[Si](C)(C)C(C)(C)C)C1=CC=CC=C1 ((1R*,3S*)-[3-(Biphenyl-4-yloxy)-cyclopentyloxy]-tert-butyl-dimethyl-silane). Reaction SMILES: C1(P(C2C=CC=CC=2)C2C=CC=CC=2)C=CC=CC=1.CCOC(/N=N/C(OCC)=O)=O.[Si:32]([O:39][C@@H:40]1[CH2:44][CH2:43][C@@H:42]([OH:45])[CH2:41]1)([C:35]([CH3:38])([CH3:37])[CH3:36])([CH3:34])[CH3:33].[C:46]1([C:52]2[CH:57]=[CH:56][C:55](O)=[CH:54][CH:53]=2)[CH:51]=[CH:50][CH:49]=[CH:48][CH:47]=1>C1COCC1>[C:46]1([C:52]2[CH:53]=[CH:54][CH:55]=[CH:56][CH:57]=2)[CH:51]=[CH:50][C:49]([O:45][C@H:42]2[CH2:43][CH2:44][C@@H:40]([O:39][Si:32]([C:35]([CH3:38])([CH3:37])[CH3:36])([CH3:34])[CH3:33])[CH2:41]2)=[CH:48][CH:47]=1. Procedure: A solution of triphenylphosphine (0.195 g, 0.742 mmol) in 5 mL of dry THF was treated at 0° C. with diethylazodicarboxylate (0.117 mL, 0.742 mmol) and stirred for 20 min. A solution of (1R*,3R*)-3-(tert-butyldimethylsilanyloxy)cyclopentanol (0.146 g, 0.675 mmol) and 4-phenyl phenol (0.126 g, 0.0.724 mmol) in 5 mL of dry THF was added to the solution, and the mixture was stirred at room temperature overnight. The solution was concentrated under vacuum and purified by silica gel chromatography (si... Reactants: IC1=CN=C(S1)C1(CCOCC1)O (4-(5-iodothiazol-2-yl)tetrahydro-2H-pyran-4-ol), [N+](=O)([O-])C1=CC=C(C=C1)B(O)O (4-nitrophenylboronic acid), [F-].[K+] (KF), C(OC)COC (dimethoxyethane). Reagents/catalysts: Cl[Pd]([P](C1=CC=CC=C1)(C2=CC=CC=C2)C3=CC=CC=C3)([P](C4=CC=CC=C4)(C5=CC=CC=C5)C6=CC=CC=C6)Cl (bis(triphenylphosphine)palladium(II) dichloride). Run in CO (methanol). Reaction conditions: temperature 90 celsius. Yields the product [N+](=O)([O-])C1=CC=C(C=C1)C1=CN=C(S1)C1(CCOCC1)O (4-(5-(4-nitrophenyl)thiazol-2-yl)tetrahydro-2H-pyran-4-ol). Reaction SMILES: I[C:2]1[S:6][C:5]([C:7]2([OH:13])[CH2:12][CH2:11][O:10][CH2:9][CH2:8]2)=[N:4][CH:3]=1.[N+:14]([C:17]1[CH:22]=[CH:21][C:20](B(O)O)=[CH:19][CH:18]=1)([O-:16])=[O:15].[F-].[K+].C(COC)OC>Cl[Pd](Cl)([P](C1C=CC=CC=1)(C1C=CC=CC=1)C1C=CC=CC=1)[P](C1C=CC=CC=1)(C1C=CC=CC=1)C1C=CC=CC=1.CO>[N+:14]([C:17]1[CH:22]=[CH:21][C:20]([C:2]2[S:6][C:5]([C:7]3([OH:13])[CH2:12][CH2:11][O:10][CH2:9][CH2:8]3)=[N:4][CH:3]=2)=[CH:19][CH:18]=1)([O-:16])=[O:15] |f:2.3,^1:36,55|. Procedure: A solution of Example 1B (1.0 g, 3.2 mmol), 4-nitrophenylboronic acid (0.75 g, 4.5 mmol), KF (0.56 g, 9.6 mmol), and bis(triphenylphosphine)palladium(II) dichloride (0.22 g, 0.32 mmol) in a solvent mixture of dimethoxyethane (5 mL) and methanol (5 mL) was heated to 90° C. for 16 h. The reaction was cooled to room temperature and partitioned between ethyl acetate (10 mL) and H2O (10 mL). The layers were separated, and the aqueous was extracted with additional ethyl acetate (2×10 mL). The combined... Reactants: NC1=CC(=C(C=C1)N1C2=C(OCC1)C=C(C=C2)S(=O)(=O)N(C=2SC=CN2)CC2=CC=C(C=C2)OC)Br (4-(4-amino-2-bromophenyl)-N-(4-methoxybenzyl)-N-(thiazol-2-yl)-3,4-dihydro-2H-benzo[b][1,4]oxazine-7-sulfonamide), N(=O)OC(C)(C)C (tert-butyl nitrite), N(=[N+]=[N-])[Si](C)(C)C (azidotrimethylsilane). Run in C(C)#N (acetonitrile). Reaction conditions: time 20 minute. Product: N(=[N+]=[N-])C1=CC(=C(C=C1)N1C2=C(OCC1)C=C(C=C2)S(=O)(=O)N(C=2SC=CN2)CC2=CC=C(C=C2)OC)Br (4-(4-azido-2-bromophenyl)-N-(4-methoxybenzyl)-N-(thiazol-2-yl)-3,4-dihydro-2H-benzo[b][1,4]oxazine-7-sulfonamide). As a reaction SMILES: [NH2:1][C:2]1[CH:7]=[CH:6][C:5]([N:8]2[CH2:13][CH2:12][O:11][C:10]3[CH:14]=[C:15]([S:18]([N:21]([CH2:27][C:28]4[CH:33]=[CH:32][C:31]([O:34][CH3:35])=[CH:30][CH:29]=4)[C:22]4[S:23][CH:24]=[CH:25][N:26]=4)(=[O:20])=[O:19])[CH:16]=[CH:17][C:9]2=3)=[C:4]([Br:36])[CH:3]=1.N(OC(C)(C)C)=O.[N:44]([Si](C)(C)C)=[N+:45]=[N-]>C(#N)C>[N:1]([C:2]1[CH:7]=[CH:6][C:5]([N:8]2[CH2:13][CH2:12][O:11][C:10]3[CH:14]=[C:15]([S:18]([N:21]([CH2:27][C:28]4[CH:33]=[CH:32][C:31]([O:34][CH3:35])=[CH:30][CH:29]=4)[C:22]4[S:23][CH:24]=[CH:25][N:26]=4)(=[O:20])=[O:19])[CH:16]=[CH:17][C:9]2=3)=[C:4]([Br:36])[CH:3]=1)=[N+:44]=[N-:45]. Procedure: To a solution of 4-(4-amino-2-bromophenyl)-N-(4-methoxybenzyl)-N-(thiazol-2-yl)-3,4-dihydro-2H-benzo[b][1,4]oxazine-7-sulfonamide (0.095 g, 0.162 mmol) in dry acetonitrile (1.617 mL) at 0° C. was added tert-butyl nitrite (0.027 mL, 0.226 mmol), followed by dropwise addition of azidotrimethylsilane (0.026 mL, 0.194 mmol). The resulting mixture was stirred for 20 minutes at RT. The reaction was concentrated under a vacuum, and purified via silica gel MPLC, eluting with a gradient of 0% to 100% eth... Starting materials: ClC=1C=C(C=CC1F)C#CCO (3-(3-chloro-4-fluorophenyl)-2-propyne-1-ol). The reagents and catalysts are C1=CC=C(C=C1)P(C2=CC=CC=C2)C3=CC=CC=C3.C1=CC=C(C=C1)P(C2=CC=CC=C2)C3=CC=CC=C3.C1=CC=C(C=C1)P(C2=CC=CC=C2)C3=CC=CC=C3.[Cl-].[Rh] (chlorotris(triphenylphosphine)rhodium(I)). Solvent: C1(=CC=CC=C1)C (toluene). Reaction conditions: temperature 65 celsius, time 10 hour. Product: ClC=1C=C(C=CC1F)CCCO (3-(3-chloro-4-fluorophenyl)-1-propanol). Isolated yield 75.5%. As a reaction SMILES: [Cl:1][C:2]1[CH:3]=[C:4]([C:9]#[C:10][CH2:11][OH:12])[CH:5]=[CH:6][C:7]=1[F:8]>C1(C)C=CC=CC=1.C1C=CC(P(C2C=CC=CC=2)C2C=CC=CC=2)=CC=1.C1C=CC(P(C2C=CC=CC=2)C2C=CC=CC=2)=CC=1.C1C=CC(P(C2C=CC=CC=2)C2C=CC=CC=2)=CC=1.[Cl-].[Rh]>[Cl:1][C:2]1[CH:3]=[C:4]([CH2:9][CH2:10][CH2:11][OH:12])[CH:5]=[CH:6][C:7]=1[F:8] |f:2.3.4.5.6|. Procedure: A suspension of Compound 61-1 (3.20 g) and chlorotris(triphenylphosphine)rhodium(I) (3.00 g) in toluene (70 ml) was stirred under a hydrogen atmosphere at 65° C. for 10 hr. The reaction mixture was concentrated, diisopropyl ether was added and the mixture was filtered through celite. The filtrate was concentrated and the obtained residue was purified by silica gel column chromatography (hexane:ethyl acetate=99:1-75:25) to give the object product (2.47 g) as a brown oil. The reactants are O=O (oxygen), ON1C(N(C(N(C1=O)O)=O)O)=O (hexahydro-1,3,5-trihydroxy-1,3,5-triazine-2,4,6-trione), CC=1C=CC(=CC1)C(=O)O (p-toluic acid), C(C)(=O)O (acetic acid). The reagents and catalysts are C(C)(=O)[O-].[Mn+2].C(C)(=O)[O-] (manganese(II) acetate), C(C)(=O)[O-].[Co+2].C(C)(=O)[O-] (cobalt(II) acetate), [Ti] (titanium). Solvent: O (water). Run at temperature 150 celsius, time 1 hour. Yields the product C(C1=CC=C(C(=O)O)C=C1)(=O)O (terephthalic acid), CC=1C=CC(=CC1)C(=O)O (p-toluic acid). As a reaction SMILES: [CH3:1][C:2]1[CH:3]=[CH:4][C:5]([C:8]([OH:10])=[O:9])=[CH:6][CH:7]=1.[C:11]([OH:14])(=[O:13])[CH3:12].ON1C(=O)N(O)C(=O)N(O)C1=O.O=O>[Ti].C([O-])(=O)C.[Co+2].C([O-])(=O)C.C([O-])(=O)C.[Mn+2].C([O-])(=O)C.O>[C:8]([OH:10])(=[O:9])[C:5]1[CH:6]=[CH:7][C:12]([C:11]([OH:14])=[O:13])=[CH:3][CH:4]=1.[CH3:1][C:2]1[CH:3]=[CH:4][C:5]([C:8]([OH:10])=[O:9])=[CH:6][CH:7]=1 |f:5.6.7,8.9.10|. Procedure: In a 500-ml titanium autoclave equipped with a stirrer and a pressure gauge, 15.36 g of p-toluic acid, 104.0 g of acetic acid, 0.066 g of hexahydro-1,3,5-trihydroxy-1,3,5-triazine-2,4,6-trione (1,3,5-trihydroxyisocyanuric acid) (0.33% by mole relative to p-toluic acid), 0.112 g of cobalt(II) acetate.4H2O and 0.277 g of manganese(II) acetate.4H2O were placed. The autoclave was charged with 2 MPa of oxygen gas and 2 MPa of nitrogen gas and placed in a heated oil bath. The mixture was stirred at 15... Reactants: CCC(C)CO, CCOC(=O)N=NC(=O)OCC, O=[N+]([O-])c1ccccc1O, c1ccc(P(c2ccccc2)c2ccccc2)cc1. Reaction SMILES: [CH3:11][CH:12]([CH2:13][OH:14])[CH2:15][CH3:16].[O:17]=[C:18]([O:19][CH2:20][CH3:21])[N:22]=[N:23][C:24]([O:25][CH2:26][CH3:27])=[O:28].[OH:1][c:2]1[cH:3][cH:4][cH:5][cH:6][c:7]1[N+:8]([O-:9])=[O:10].[c:29]1([P:30]([c:31]2[cH:32][cH:33][cH:34][cH:35][cH:36]2)[c:37]2[cH:38][cH:39][cH:40][cH:41][cH:42]2)[cH:43][cH:44][cH:45][cH:46][cH:47]1>>[O:1]([c:2]1[cH:3][cH:4][cH:5][cH:6][c:7]1[N+:8]([O-:9])=[O:10])[CH2:13][CH:12]([CH3:11])[CH2:15][CH3:16]. The product is CCC(C)COc1ccccc1[N+](=O)[O-]. Reactants: Cc1ccccc1, CCOC(=O)C(C1CCCCC1)C(O)(c1ccc(F)cc1)c1ccc(F)cc1, Cc1ccc(S(=O)(=O)O)cc1. The product is CCOC(=O)C(=C(c1ccc(F)cc1)c1ccc(F)cc1)C1CCCCC1. RXN SMILES: [CH3:40][c:41]1[cH:42][cH:43][cH:44][cH:45][cH:46]1.[CH:1]1([CH:7]([C:8](=[O:9])[O:10][CH2:11][CH3:12])[C:13]([OH:14])([c:15]2[cH:16][cH:17][c:18]([F:21])[cH:19][cH:20]2)[c:22]2[cH:23][cH:24][c:25]([F:28])[cH:26][cH:27]2)[CH2:2][CH2:3][CH2:4][CH2:5][CH2:6]1.[c:29]1([CH3:30])[cH:31][cH:32][c:33]([S:34]([OH:35])(=[O:36])=[O:37])[cH:38][cH:39]1>>[CH:1]1([C:7]([C:8](=[O:9])[O:10][CH2:11][CH3:12])=[C:13]([c:15]2[cH:16][cH:17][c:18]([F:21])[cH:19][cH:20]2)[c:22]2[cH:23][cH:24][c:25]([F:28])[cH:26][cH:27]2)[CH2:2][CH2:3][CH2:4][CH2:5][CH2:6]1. The reactants are C(C)(C)(C)C1=CC=C(C(=O)NC(NC2=CC=C(C=C2)NC(CCCCBr)=O)=S)C=C1 (5-bromo-pentanoic acid {4-[3-(4-tert-butyl-benzoyl)-thioureido]-phenyl}-amide), N1CCOCC1 (morpholine), [I-].[K+] (potassium iodide). Run in C(C)#N (acetonitrile). The product is C(C)(C)(C)C1=CC=C(C(=O)NC(NC2=CC=C(C=C2)NC(CCCCN2CCOCC2)=O)=S)C=C1 (5-morpholin-4-yl-pentanoic acid {4-[3-(4-tert-butyl-benzoyl)-thioureido]-phenyl}-amide). As a reaction SMILES: [C:1]([C:5]1[CH:30]=[CH:29][C:8]([C:9]([NH:11][C:12](=[S:28])[NH:13][C:14]2[CH:19]=[CH:18][C:17]([NH:20][C:21](=[O:27])[CH2:22][CH2:23][CH2:24][CH2:25]Br)=[CH:16][CH:15]=2)=[O:10])=[CH:7][CH:6]=1)([CH3:4])([CH3:3])[CH3:2].[NH:31]1[CH2:36][CH2:35][O:34][CH2:33][CH2:32]1.[I-].[K+]>C(#N)C>[C:1]([C:5]1[CH:30]=[CH:29][C:8]([C:9]([NH:11][C:12](=[S:28])[NH:13][C:14]2[CH:19]=[CH:18][C:17]([NH:20][C:21](=[O:27])[CH2:22][CH2:23][CH2:24][CH2:25][N:31]3[CH2:36][CH2:35][O:34][CH2:33][CH2:32]3)=[CH:16][CH:15]=2)=[O:10])=[CH:7][CH:6]=1)([CH3:4])([CH3:3])[CH3:2] |f:2.3|. Procedure: To a solution of 5-bromo-pentanoic acid {4-[3-(4-tert-butyl-benzoyl)-thioureido]-phenyl}-amide (intermediate JH140, prepared as described for tenovin 6) (80 mg, 0.16 mmol) in acetonitrile (4 mL) was added morpholine (0.4 mL) and potassium iodide (cat. amount). The reaction mixture was heated at reflux for 40 min, cooled to rt and concentrated in vacuo. The remaining residue was partitioned between 75% saturated aqueous sodium bicarbonate and CH2Cl2. The organic layer was dried with MgSO4 and con...